From a dataset of the Open Reaction Database (ORD), a public repository of structured organic reaction records. describe an organic reaction: reactants, conditions, products, and yield The reactants are Cl (HCl), ClC=1C(=C(C=CC1)[C@H]1[C@@H](N[C@H]([C@]1(C#N)C1=C(C=C(C=C1)Cl)F)CC(C)(C)C)C(=O)NC1=CC(=C(C(=O)OC)C=C1)C(F)(F)F)F (methyl 4-((2R,3S,4R,5S)-3-(3-chloro-2-fluorophenyl)-4-(4-chloro-2-fluorophenyl)-4-cyano-5-neopentylpyrrolidine-2-carboxamido)-2-(trifluoromethyl)benzoate), C1CCOC1 (THF), [OH-].[Na+] (NaOH). The solvent is CO (MeOH). Conditions: temperature 50 celsius, time 3 hour. The product is ClC1=CC(=C(C=C1)[C@@]1([C@H]([C@@H](N[C@H]1CC(C)(C)C)C(=O)NC1=CC(=C(C(=O)O)C=C1)C(F)(F)F)C1=C(C(=CC=C1)Cl)F)C#N)F (4-{[(2R,3S,4R,5S)-4-(4-Chloro-2-fluoro-phenyl)-3-(3-chloro-2-fluoro-phenyl)-4-cyano-5-(2,2-dimethyl-propyl)-pyrrolidine-2-carbonyl]-amino}-2-trifluoromethyl-benzoic acid). Yield: 45.8%. As a reaction SMILES: [Cl:1][C:2]1[C:3]([F:45])=[C:4]([C@@H:8]2[C@:12]([C:15]3[CH:20]=[CH:19][C:18]([Cl:21])=[CH:17][C:16]=3[F:22])([C:13]#[N:14])[C@H:11]([CH2:23][C:24]([CH3:27])([CH3:26])[CH3:25])[NH:10][C@H:9]2[C:28]([NH:30][C:31]2[CH:40]=[CH:39][C:34]([C:35]([O:37]C)=[O:36])=[C:33]([C:41]([F:44])([F:43])[F:42])[CH:32]=2)=[O:29])[CH:5]=[CH:6][CH:7]=1.C1COCC1.[OH-].[Na+].Cl>CO>[Cl:21][C:18]1[CH:19]=[CH:20][C:15]([C@@:12]2([C:13]#[N:14])[C@H:11]([CH2:23][C:24]([CH3:26])([CH3:25])[CH3:27])[NH:10][C@@H:9]([C:28]([NH:30][C:31]3[CH:40]=[CH:39][C:34]([C:35]([OH:37])=[O:36])=[C:33]([C:41]([F:43])([F:44])[F:42])[CH:32]=3)=[O:29])[C@@H:8]2[C:4]2[CH:5]=[CH:6][CH:7]=[C:2]([Cl:1])[C:3]=2[F:45])=[C:16]([F:22])[CH:17]=1 |f:2.3|. Procedure: In a 50 mL round-bottomed flask, methyl 4-((2R,3S,4R,5S)-3-(3-chloro-2-fluorophenyl)-4-(4-chloro-2-fluorophenyl)-4-cyano-5-neopentylpyrrolidine-2-carboxamido)-2-(trifluoromethyl)benzoate (290 mg, 434 μmol, Eq: 1.00) was combined with THF (8 ml) and MeOH (8.00 ml) to give a colorless solution. 1.5 M NaOH (3 ml, 4.5 mmol, Eq: 10.4) was added. The reaction mixture was heated to 50° C. and stirred for 3 h. The reaction mixture was acidified with 1N HCl and was extracted with EtOAc (3×15 mL). The org... Starting materials: BrC=1C=C2C(=CC1)NC[C@]21CN(CC1)C(=O)OC(C)(C)C ((R)-t-butyl 5-bromospiro[indoline-3,3′-pyrrolidine]-1′-carboxylate), Cl.NC=1SC(=CN1)F (2-amino-5-fluorothiazole hydrochloride), ClC(=O)OC (methyl chloroformate). The product is BrC=1C=C2C(=CC1)N(C[C@]21CN(CC1)C(=O)OC)C(NC=1SC(=CN1)F)=O ((R)-methyl 5-bromo-1-((5-fluorothiazol-2-yl)carbamoyl)spiro[indoline-3,3′-pyrrolidine]-1′-carboxylate). Reaction SMILES: [Br:1][C:2]1[CH:3]=[C:4]2[C@:10]3([CH2:14][CH2:13][N:12]([C:15]([O:17][C:18](C)(C)C)=[O:16])[CH2:11]3)[CH2:9][NH:8][C:5]2=[CH:6][CH:7]=1.Cl.[NH2:23][C:24]1[S:25][C:26]([F:29])=[CH:27][N:28]=1.Cl[C:31](OC)=[O:32]>>[Br:1][C:2]1[CH:3]=[C:4]2[C@:10]3([CH2:14][CH2:13][N:12]([C:15]([O:17][CH3:18])=[O:16])[CH2:11]3)[CH2:9][N:8]([C:31](=[O:32])[NH:23][C:24]3[S:25][C:26]([F:29])=[CH:27][N:28]=3)[C:5]2=[CH:6][CH:7]=1 |f:1.2|. Reported procedure: The captioned compound was obtained in the form of a white solid by performing the same reactions and/or treatments as those in Examples 1, 2, and 3, with the exceptions that (R)-t-butyl 5-bromospiro[indoline-3,3′-pyrrolidine]-1′-carboxylate was used instead of t-butyl 5-bromospiro[indoline-3,3′-pyrrolidine]-1′-carboxylate, that 2-amino-5-fluorothiazole hydrochloride was used instead of 2-amino-5-chlorothiazole hydrochloride, and that methyl chloroformate was used instead of acetyl chloride.